Dataset: the Open Reaction Database (ORD), a public repository of structured organic reaction records. Task: describe an organic reaction: reactants, conditions, products, and yield The reactants are CC=1C=CC(=CC1)C (p-xylene), O=O (oxygene), ON1C(N(C(N(C1=O)O)=O)O)=O (hexahydro-1,3,5-trihydroxy-1,3,5-triazine-2,4,6-trione), C(C)(=O)O (acetic acid), CC=1C=CC(=CC1)C (p-xylene). Reagents/catalysts: C(C)(=O)[O-].[Mn+2].C(C)(=O)[O-] (manganese(II) acetate), C(C)(=O)[O-].[Co+2].C(C)(=O)[O-] (cobalt(II) acetate). Product: C(C1=CC=C(C(=O)O)C=C1)(=O)O (terephthalic acid). Yield: 95.0%. RXN SMILES: ON1C(=O)N(O)C(=O)N(O)[C:3]1=[O:12].[C:13]([OH:16])(=[O:15])[CH3:14].[O:17]=O.[CH3:19][C:20]1C=C[C:23](C)=[CH:24][CH:25]=1>C([O-])(=O)C.[Co+2].C([O-])(=O)C.C([O-])(=O)C.[Mn+2].C([O-])(=O)C>[C:3]([OH:12])(=[O:17])[C:25]1[CH:24]=[CH:23][C:14]([C:13]([OH:16])=[O:15])=[CH:19][CH:20]=1 |f:4.5.6,7.8.9|. Procedure: A mixture of 0.212 g of p-xylene, 0.018 g of hexahydro-1,3,5-trihydroxy-1,3,5-triazine-2,4,6-trione (5% by mole relative to p-xylene), 5 g of acetic acid, 0.003 g of cobalt(II) acetate.4H2O and 0.003 g of manganese(II) acetate.4H2O was stirred at 100° C. in an atmosphere of oxygene gas (1 atm=0.1 MPa) for 14 hours. The resulting product in the reaction mixture was analyzed by high performance liquid chromatography and was found to yield terephthalic acid in 95% yield at 100% conversion of p-xyle... The reactants are O=C1N(CCCCBr)CSC12CCCCC2, CC#N, Fc1ccc(-n2cc(N3CCNCC3)c3ccccc32)cc1, [I-], [K+], [K+], [Na+], O=C([O-])[O-]. Product: O=C1N(CCCCN2CCN(c3cn(-c4ccc(F)cc4)c4ccccc34)CC2)CSC12CCCCC2. RXN SMILES: [Br:1][CH2:2][CH2:3][CH2:4][CH2:5][N:6]1[CH2:7][S:8][C:9]2([C:10]1=[O:11])[CH2:12][CH2:13][CH2:14][CH2:15][CH2:16]2.[CH3:47][C:48]#[N:49].[F:17][c:18]1[cH:19][cH:20][c:21](-[n:24]2[cH:25][c:26]([N:33]3[CH2:34][CH2:35][NH:36][CH2:37][CH2:38]3)[c:27]3[cH:28][cH:29][cH:30][cH:31][c:32]23)[cH:22][cH:23]1.[I-:45].[K+:39].[K+:40].[Na+:46].[O-:41][C:42]([O-:43])=[O:44]>>[CH2:2]([CH2:3][CH2:4][CH2:5][N:6]1[CH2:7][S:8][C:9]2([C:10]1=[O:11])[CH2:12][CH2:13][CH2:14][CH2:15][CH2:16]2)[N:36]1[CH2:35][CH2:34][N:33]([c:26]2[cH:25][n:24](-[c:21]3[cH:20][cH:19][c:18]([F:17])[cH:23][cH:22]3)[c:32]3[c:27]2[cH:28][cH:29][cH:30][cH:31]3)[CH2:38][CH2:37]1. The reactants are Cc1cc(Br)cc([N+](=O)[O-])c1N, O=N[O-], [Na+], O, O=S(=O)(O)O. The product is Cc1cc(Br)cc([N+](=O)[O-])c1. Reaction SMILES: [Br:1][c:2]1[cH:3][c:4]([CH3:12])[c:5]([NH2:11])[c:6]([N+:8](=[O:9])[O-:10])[cH:7]1.[N:13]([O-:14])=[O:15].[Na+:16].[OH2:22].[S:17](=[O:18])(=[O:19])([OH:20])[OH:21]>>[Br:1][c:2]1[cH:3][c:4]([CH3:12])[cH:5][c:6]([N+:8](=[O:9])[O-:10])[cH:7]1. Starting materials: ClC1=NC=2N(C(=C1C1=CC=CC=C1)Cl)N=CC2 (5,7-dichloro-6-phenylpyrazolo[1,5-a]pyrimidine), C[O-].[Na+] (sodium methylate). Run in O (water), ClCCl (dichloromethane), CO (methanol), ClCCl (dichlormethane). Conditions: time 2 hour. Yields the product ClC1=NC=2N(C(=C1C1=CC=CC=C1)OC)N=CC2 (5-Chloro-7-methoxy-6-phenylpyrazolo[1,5-a]pyrimidine). RXN SMILES: [Cl:1][C:2]1[C:7]([C:8]2[CH:13]=[CH:12][CH:11]=[CH:10][CH:9]=2)=[C:6](Cl)[N:5]2[N:15]=[CH:16][CH:17]=[C:4]2[N:3]=1.[CH3:18][O-:19].[Na+]>CO.ClCCl.O>[Cl:1][C:2]1[C:7]([C:8]2[CH:13]=[CH:12][CH:11]=[CH:10][CH:9]=2)=[C:6]([O:19][CH3:18])[N:5]2[N:15]=[CH:16][CH:17]=[C:4]2[N:3]=1 |f:1.2|. Procedure: 1.00 g 5,7-dichloro-6-phenylpyrazolo[1,5-a]pyrimidine (prepared as described under example 19) are dissolved in 20 ml methanol and 20 ml dichlormethane. 1.2 g sodium methylate is added at 0° C. and stirred at room temperature for 2 h. The solution is diluted with water and dichloromethane. The organic phase separated and the water phase is extracted with dichloromethane. The combined organic layers are dried over Na2SO4 and the solvent is evaporated. The crude product is used without further pur... Reactants: FC1=CC=C(C=C1)N1N=CC=2C=C\3C(=NC21)CCCC(/C3=C/C3=NC=CC=C3)=O ((E)-1-(4-Fluorophenyl)-5-(pyridin-2-ylmethylene)-5,7,8,9-tetrahydrocyclohepta[b]pyrazolo[4,3-e]pyridin-6(1H)-one). Reagents/catalysts: [OH-].[OH-].[Pd+2] (palladium hydroxide on carbon). Run in C1(=CC=CC=C1)C (toluene). Product: FC1=CC=C(C=C1)N1N=CC=2C=C3C(=NC21)CCCC(C3CC3=NC=CC=C3)=O (1-(4-fluorophenyl)-5-(pyridin-2-ylmethyl)-5,7,8,9-tetrahydrocyclohepta[b]pyrazolo[4,3-e]pyridin-6(1H)-one). Yield: 83.9%. As a reaction SMILES: [F:1][C:2]1[CH:7]=[CH:6][C:5]([N:8]2[C:16]3[N:15]=[C:14]4[CH2:17][CH2:18][CH2:19][C:20](=[O:29])/[C:21](=[CH:22]/[C:23]5[CH:28]=[CH:27][CH:26]=[CH:25][N:24]=5)/[C:13]4=[CH:12][C:11]=3[CH:10]=[N:9]2)=[CH:4][CH:3]=1>C1(C)C=CC=CC=1.[OH-].[OH-].[Pd+2]>[F:1][C:2]1[CH:3]=[CH:4][C:5]([N:8]2[C:16]3[N:15]=[C:14]4[CH2:17][CH2:18][CH2:19][C:20](=[O:29])[CH:21]([CH2:22][C:23]5[CH:28]=[CH:27][CH:26]=[CH:25][N:24]=5)[C:13]4=[CH:12][C:11]=3[CH:10]=[N:9]2)=[CH:6][CH:7]=1 |f:2.3.4|. Reported procedure: (E)-1-(4-Fluorophenyl)-5-(pyridin-2-ylmethylene)-5,7,8,9-tetrahydrocyclohepta[b]pyrazolo[4,3-e]pyridin-6(1H)-one (19.53 g, 50.8 mmol) (assumed 100% for previous reaction), in toluene (500 mL) with palladium hydroxide on carbon (20% wet) (1.784 g, 2.54 mmol) was stirred for about 22 h under an atmosphere of hydrogen provided by a balloon. The catalyst was removed by filtration through a pad of Celite® and the pad was washed with DCM (250 mL). The filtrate was concentrated under reduced pressure t... Starting materials: [N+](=O)([O-])C=1C=C(C(=O)N(CC(F)(F)F)CC(F)(F)F)C=CC1NCC1=CSC=C1 (3-nitro-4-[(3-thienylmethyl)amino]-N,N-bis(2,2,2-trifluoroethyl)benzamide), O.O.[Sn](Cl)Cl (tin(II) chloride dihydrate). Solvent: CN(C)C=O (DMF). The product is NC=1C=C(C(=O)N(CC(F)(F)F)CC(F)(F)F)C=CC1NCC1=CSC=C1 (3-Amino-4-[(3-thienylmethyl)amino]-N,N-bis(2,2,2-trifluoroethyl)benzamide). Reaction SMILES: [N+:1]([C:4]1[CH:5]=[C:6]([CH:20]=[CH:21][C:22]=1[NH:23][CH2:24][C:25]1[CH:29]=[CH:28][S:27][CH:26]=1)[C:7]([N:9]([CH2:15][C:16]([F:19])([F:18])[F:17])[CH2:10][C:11]([F:14])([F:13])[F:12])=[O:8])([O-])=O.O.O.[Sn](Cl)Cl>CN(C=O)C>[NH2:1][C:4]1[CH:5]=[C:6]([CH:20]=[CH:21][C:22]=1[NH:23][CH2:24][C:25]1[CH:29]=[CH:28][S:27][CH:26]=1)[C:7]([N:9]([CH2:15][C:16]([F:17])([F:18])[F:19])[CH2:10][C:11]([F:13])([F:14])[F:12])=[O:8] |f:1.2.3|. Reported procedure: Same procedure used as above using 3-nitro-4-[(3-thienylmethyl)amino]-N,N-bis(2,2,2-trifluoroethyl)benzamide (138 mg, 0.312 mmol) and tin(II) chloride dihydrate (210 mg, 0.936 mmol) in 5 mL of DMF. Yield: 125 mg (97%); MS (ESI) 412.08 (MH+). As a reaction SMILES: [CH2:1]([NH2:6])[CH2:2][CH2:3][CH2:4][NH2:5].[C:7]([O:11][CH2:12][C:13]([CH2:26][O:27][C:28](=[O:31])[CH:29]=[CH2:30])([CH2:20][O:21][C:22](=[O:25])[CH:23]=[CH2:24])[CH2:14][O:15][C:16](=[O:19])[CH:17]=[CH2:18])(=[O:10])[CH:8]=[CH2:9]>CO>[OH:11][CH2:12][C:13]([CH2:26][OH:27])([CH2:20][OH:21])[CH2:14][OH:15].[C:22]([O:21][CH2:20][C:13]([CH2:26][O:27][C:28](=[O:31])[CH:29]=[CH2:30])([CH2:14][O:15][C:16](=[O:19])[CH:17]=[CH2:18])[CH2:12][O:11][C:7](=[O:10])[CH:8]=[CH2:9])(=[O:25])[CH:23]=[CH2:24].[CH2:1]([NH2:6])[CH2:2][CH2:3][CH2:4][NH2:5] |f:4.5|. Reaction conditions: temperature 10 celsius. Procedure: 70.40 g of 1,4-Butanediamine (BDA) (0.80 mol) was added into a round-bottom flask with a stirring, a reflux condenser and a thermometer, and cooled to 10° C. below under nitrogen. 88.00 g of methanol solution of pentaerythritol tetraacrylate (PETA) (40%, 0.1 mol) was added to the round-bottom flask, and the mixture is allowed to react at 25° C. for 24 hours. The result solution is subjected to vacuum distillation to remove excess 1,4-Butanediamine (BDA) and methanol at 90° C. for 5 hours, to yie... The solvent is CO (methanol). Reactants: C(C=C)(=O)OCC(COC(C=C)=O)(COC(C=C)=O)COC(C=C)=O (pentaerythritol tetraacrylate), C(CCCN)N (1,4-Butanediamine). Yields the product OCC(CO)(CO)CO (pentaerythritol), C(C=C)(=O)OCC(COC(C=C)=O)(COC(C=C)=O)COC(C=C)=O.C(CCCN)N (PETA BDA). Starting materials: CCOCC, O=C(CCl)N1CCC(Cc2ccccc2)CC1, Nc1ccc2[nH]ncc2c1. Yields the product O=C(CNc1ccc2[nH]ncc2c1)N1CCC(Cc2ccccc2)CC1. RXN SMILES: [CH2:28]([O:29][CH2:30][CH3:31])[CH3:32].[Cl:11][CH2:12][C:13](=[O:14])[N:15]1[CH2:16][CH2:17][CH:18]([CH2:21][c:22]2[cH:23][cH:24][cH:25][cH:26][cH:27]2)[CH2:19][CH2:20]1.[NH2:1][c:2]1[cH:3][c:4]2[cH:5][n:6][nH:7][c:8]2[cH:9][cH:10]1>>[NH:1]([c:2]1[cH:3][c:4]2[cH:5][n:6][nH:7][c:8]2[cH:9][cH:10]1)[CH2:12][C:13](=[O:14])[N:15]1[CH2:16][CH2:17][CH:18]([CH2:21][c:22]2[cH:23][cH:24][cH:25][cH:26][cH:27]2)[CH2:19][CH2:20]1. Starting materials: OCC1=NC(=NC(=C1)C)NC(=O)NS(=O)(=O)C1=C(C(=O)OC)C=CC=C1 (Methyl [[[4-(hydroxymethyl)-6-methylpyrimidin-2-yl]aminocarbonyl]aminosulfonyl]benzoate), C(C)(=O)OC(C)=O (acetic anhydride), ice water. Solvent: N1=CC=CC=C1 (pyridine). Conditions: time 1 hour. Yields the product C(C)(=O)OCC1=NC(=NC(=C1)C)NC(=O)NS(=O)(=O)C1=C(C(=O)OC)C=CC=C1 (Methyl [[[4-(acetoxymethyl)-6-methylpyrimidin-2-yl]aminocarbonyl]aminosulfonyl]benzoate). As a reaction SMILES: [OH:1][CH2:2][C:3]1[CH:8]=[C:7]([CH3:9])[N:6]=[C:5]([NH:10][C:11]([NH:13][S:14]([C:17]2[CH:26]=[CH:25][CH:24]=[CH:23][C:18]=2[C:19]([O:21][CH3:22])=[O:20])(=[O:16])=[O:15])=[O:12])[N:4]=1.[C:27](OC(=O)C)(=[O:29])[CH3:28]>N1C=CC=CC=1>[C:27]([O:1][CH2:2][C:3]1[CH:8]=[C:7]([CH3:9])[N:6]=[C:5]([NH:10][C:11]([NH:13][S:14]([C:17]2[CH:26]=[CH:25][CH:24]=[CH:23][C:18]=2[C:19]([O:21][CH3:22])=[O:20])(=[O:16])=[O:15])=[O:12])[N:4]=1)(=[O:29])[CH3:28]. Procedure details: To 0.5 g of the compound from Example 5 was added 1 ml of acetic anhydride and 1 ml of pyridine. After 1 hour at room temperature, ice-water was added, the precipitated oil was triturated, filtered, and washed with water to afford 0.4 g of the title compound, m.p. 145°-150°. RXN SMILES: [CH3:21][CH2:22][O:23][C:24]([CH3:25])=[O:26].[Cl:1][c:2]1[cH:3][cH:4][c:5]([S:8][c:9]2[cH:10][cH:11][c:12]([CH:15]=[CH:16][C:17](=[O:18])[O:19][CH3:20])[cH:13][cH:14]2)[cH:6][cH:7]1>>[Cl:1][c:2]1[cH:3][cH:4][c:5]([S:8][c:9]2[cH:10][cH:11][c:12]([CH2:15][CH2:16][C:17](=[O:18])[O:19][CH3:20])[cH:13][cH:14]2)[cH:6][cH:7]1. The reactants are CCOC(C)=O, COC(=O)C=Cc1ccc(Sc2ccc(Cl)cc2)cc1. Product: COC(=O)CCc1ccc(Sc2ccc(Cl)cc2)cc1.